This data is from the Open Reaction Database (ORD), a public repository of structured organic reaction records. The task is: describe an organic reaction: reactants, conditions, products, and yield The reactants are ClC1=C(C=C(C=N1)OC[C@H]1NCCC1)C=CC=CC(C)(C)C (6-chloro-5-(5,5-dimethyl-1,3-hexadienyl)-3-(2-(S)-pyrrolidinylmethoxy)pyridine), C=O (formalin), C(#N)[BH3-].[Na+] (sodium cyanoborohydride), C(C)(=O)O (acetic acid). Run in CCO (EtOH). Conditions: temperature 25 celsius, time 16 hour. The product is Cl.Cl.ClC1=C(C=C(C=N1)OC[C@H]1N(CCC1)C)C=CC=CC(C)(C)C (6-Chloro-5-(5,5-dimethyl- 1,3-hexadienyl)-3-(1-methyl-2-(S)-pyrrolidinylmethoxy)pyridine dihydrochloride). The yield is 276.8%. Reaction SMILES: [Cl:1][C:2]1[N:7]=[CH:6][C:5]([O:8][CH2:9][C@@H:10]2[CH2:14][CH2:13][CH2:12][NH:11]2)=[CH:4][C:3]=1[CH:15]=[CH:16][CH:17]=[CH:18][C:19]([CH3:22])([CH3:21])[CH3:20].C=O.[C:25]([BH3-])#N.[Na+].C(O)(=O)C>CCO>[ClH:1].[ClH:1].[Cl:1][C:2]1[N:7]=[CH:6][C:5]([O:8][CH2:9][C@@H:10]2[CH2:14][CH2:13][CH2:12][N:11]2[CH3:25])=[CH:4][C:3]=1[CH:15]=[CH:16][CH:17]=[CH:18][C:19]([CH3:22])([CH3:21])[CH3:20] |f:2.3,6.7.8|. Reported procedure: To a solution of 6-chloro-5-(5,5-dimethyl-1,3-hexadienyl)-3-(2-(S)-pyrrolidinylmethoxy)pyridine from Example 148a (150 mg, 0.38 mmol) in EtOH (3.0 mL) was added formalin (37%, 5 mL), sodium cyanoborohydride (120 mg, 1.9 mmol) and acetic acid (0.1 mL), and the mixture was stirred at 25° C. for 16 h. The solvent was concentrated, and solid NaHCO3 was added to the residue. At pH 8 the mixture was extracted with EtOAc, which was dried (MSO4) and concentrated. The residue was converted to the salt by... The reactants are [Si](C1=CC=CC=C1)(C1=CC=CC=C1)(C(C)(C)C)OC[C@@]12O[C@H]([C@@H](OC1)[C@H]2O)N2C(=O)NC(=O)C=C2 ((1S,3R,4S,7R)-1-(t-butyldiphenylsilyloxymethyl)-7-hydroxy-3-(uracil-1-yl)-2,5-dioxabicyclo[2.2.1]heptane), CCCC[N+](CCCC)(CCCC)CCCC.[F-] (TBAF). The solvent is C1CCOC1 (THF). Reaction conditions: time 3 hour. Yields the product O[C@H]1[C@]2(O[C@H]([C@H]1OC2)N2C(=O)NC(=O)C=C2)CO ((1S,3R,4S,7R)-7-hydroxy-1-(hydroxymethyl)-3-(uracil-1-yl)-2,5-dioxabicyclo[2.2.1]heptane). Yield: 90.0%. As a reaction SMILES: [Si]([O:18][CH2:19][C@:20]12[C@H:26]([OH:27])[C@H:23]([O:24][CH2:25]1)[C@H:22]([N:28]1[CH:35]=[CH:34][C:32](=[O:33])[NH:31][C:29]1=[O:30])[O:21]2)(C(C)(C)C)(C1C=CC=CC=1)C1C=CC=CC=1.CCCC[N+](CCCC)(CCCC)CCCC.[F-]>C1COCC1>[OH:27][C@@H:26]1[C@@H:23]2[O:24][CH2:25][C@:20]1([CH2:19][OH:18])[O:21][C@H:22]2[N:28]1[CH:35]=[CH:34][C:32](=[O:33])[NH:31][C:29]1=[O:30] |f:1.2|. Procedure details: Compound 110 (8.7 g) was dissolved in anhydrous THF (80 mL) and TBAF (5.05 g, 20 mL of 1 M solution in THF) was added and the reaction mixture stirred at room temperature for 3 hours at which time the reaction was complete. The solvent was carefully removed and the residue purified on silica gel column to give Compound 111 in 90% yield.